Dataset: the Open Reaction Database (ORD), a public repository of structured organic reaction records. Task: describe an organic reaction: reactants, conditions, products, and yield The reactants are CCCCCCCCCCCCCCCCCCOCC(COC(=O)NCCCl)OC(=O)OC, c1ccncc1. Yields the product CCCCCCCCCCCCCCCCCCOCC(COC(=O)NCC[n+]1ccccc1)OC(=O)OC, [Cl-]. As a reaction SMILES: [Cl:1][CH2:2][CH2:3][NH:4][C:5](=[O:6])[O:7][CH2:8][CH:9]([O:10][C:11](=[O:12])[O:13][CH3:14])[CH2:15][O:16][CH2:17][CH2:18][CH2:19][CH2:20][CH2:21][CH2:22][CH2:23][CH2:24][CH2:25][CH2:26][CH2:27][CH2:28][CH2:29][CH2:30][CH2:31][CH2:32][CH2:33][CH3:34].[cH:35]1[cH:36][cH:37][n:38][cH:39][cH:40]1>>[CH2:2]([CH2:3][NH:4][C:5](=[O:6])[O:7][CH2:8][CH:9]([O:10][C:11](=[O:12])[O:13][CH3:14])[CH2:15][O:16][CH2:17][CH2:18][CH2:19][CH2:20][CH2:21][CH2:22][CH2:23][CH2:24][CH2:25][CH2:26][CH2:27][CH2:28][CH2:29][CH2:30][CH2:31][CH2:32][CH2:33][CH3:34])[n+:38]1[cH:37][cH:36][cH:35][cH:40][cH:39]1.[Cl-:1].